This data is from the Open Reaction Database (ORD), a public repository of structured organic reaction records. The task is: describe an organic reaction: reactants, conditions, products, and yield The reactants are Brc1cn[nH]c1, FC(F)(F)c1ccc(-c2cc(C(F)(F)F)nc(Cl)n2)cc1. The product is FC(F)(F)c1ccc(-c2cc(C(F)(F)F)nc(-n3cc(Br)cn3)n2)cc1. Reaction SMILES: [Br:22][c:23]1[cH:24][n:25][nH:26][cH:27]1.[Cl:1][c:2]1[n:3][c:4](-[c:12]2[cH:13][cH:14][c:15]([C:18]([F:19])([F:20])[F:21])[cH:16][cH:17]2)[cH:5][c:6]([C:8]([F:9])([F:10])[F:11])[n:7]1>>[c:2]1(-[n:26]2[n:25][cH:24][c:23]([Br:22])[cH:27]2)[n:3][c:4](-[c:12]2[cH:13][cH:14][c:15]([C:18]([F:19])([F:20])[F:21])[cH:16][cH:17]2)[cH:5][c:6]([C:8]([F:9])([F:10])[F:11])[n:7]1. The reactants are O1C(CCC1)CC(=O)O (tetrahydrofuran-acetic acid), 13X, zeolite, C(C)(=O)OCCCCOC(C)=O (1,4-butanediol diacetate), C(C)(=O)OC(CCC)OC(C)=O (butanediol diacetate), CC(=O)CC(=O)O (diacetate). Solvent: O (water). Yields the product O1CCCC1 (tetrahydrofuran), C(C)(=O)O (acetic acid). The yield is 89.0%. As a reaction SMILES: [O:1]1[CH2:5][CH2:4][CH2:3][CH:2]1[CH2:6][C:7]([OH:9])=[O:8].C(OCCCCOC(=O)C)(=O)C.CC(CC(O)=O)=O.C(OC(OC(=O)C)CCC)(=O)C>O>[O:1]1[CH2:5][CH2:4][CH2:3][CH2:2]1.[C:7]([OH:9])(=[O:8])[CH3:6]. Procedure details: The tube reactor is charged with 88.1 grams of Linde 13X zeolite (150 pellets, pretreated at 200° C. with a tetrahydrofuran-acetic acid vapor mixture) and maintained at 190°-230° C. while 50.0 grams of 1,4-butanediol diacetate and 60 ml. of water are copassed, as in Examples 1-3, over a 1 hour period. The effluent is recycled three times until the diacetate is essentially converted. Quantitative glpc analysis of the final effluent shows the presence of 0.4 grams of butanediol diacetate (1% recov...